Dataset: the Open Reaction Database (ORD), a public repository of structured organic reaction records. Task: describe an organic reaction: reactants, conditions, products, and yield Reactants: OC=1C=C2C(C=C(OC2=CC1)C(=O)OCC)=O (ethyl 6-hydroxychromone-2-carboxylate). Reagents/catalysts: [Pd] (palladium on charcoal). Solvent: C(C)(=O)O (acetic acid). Reaction conditions: time 17 hour. The product is C(C)OC(=O)C1OC2=C(CC1)C=C(C=C2)O (racemic-3,4-dihydro-6-hydroxy-2H-1-benzopyran-2-carboxylic acid ethyl ester). Isolated yield 59.0%. As a reaction SMILES: [OH:1][C:2]1[CH:3]=[C:4]2[C:9](=[CH:10][CH:11]=1)[O:8][C:7]([C:12]([O:14][CH2:15][CH3:16])=[O:13])=[CH:6][C:5]2=O>C(O)(=O)C.[Pd]>[CH2:15]([O:14][C:12]([CH:7]1[CH2:6][CH2:5][C:4]2[CH:3]=[C:2]([OH:1])[CH:11]=[CH:10][C:9]=2[O:8]1)=[O:13])[CH3:16]. Procedure details: A solution of 8.75 g of ethyl 6-hydroxychromone-2-carboxylate in 200 ml of acetic acid was hydrogenated in the presence of 2 g of 10% palladium on charcoal at 50 psi and room temperature by shaking the suspension over a period of 17 hours. The catalyst was filtered and the filtrate was evaporated under reduced pressure to give 7.85 g of crude material. Purification of this compound by high-performance liquid chromatography (solvent system, hexane-ethyl acetate 3:1) yielded 4.9 g (59%) of pure cr... Starting materials: O=Cc1ccccc1Br, CCOC(OCC)c1ccccc1C(=O)c1cc(F)ccc1F, CCOC(OCC)c1ccccc1Br, CON(C)C(=O)c1ccc(F)cc1F, CON(C)C(=O)c1cc(F)ccc1F. Yields the product CCOC(OCC)c1ccccc1C(=O)c1ccc(F)cc1F. Reaction SMILES: [Br:15][c:16]1[cH:17][cH:18][cH:19][cH:20][c:21]1[CH:22]=[O:23].[CH2:24]([CH3:25])[O:26][CH:27]([c:28]1[c:29]([C:34]([c:35]2[cH:36][c:37]([F:38])[cH:39][cH:40][c:41]2[F:42])=[O:43])[cH:30][cH:31][cH:32][cH:33]1)[O:44][CH2:45][CH3:46].[CH2:61]([O:62][CH:63]([O:64][CH2:65][CH3:66])[c:67]1[cH:68][cH:69][cH:70][cH:71][c:72]1[Br:73])[CH3:74].[CH3:1][O:2][N:3]([C:4]([c:5]1[c:6]([F:12])[cH:7][c:8]([F:11])[cH:9][cH:10]1)=[O:13])[CH3:14].[CH3:47][O:48][N:49]([CH3:50])[C:51](=[O:52])[c:53]1[cH:54][c:55]([F:56])[cH:57][cH:58][c:59]1[F:60]>>[C:4]([c:5]1[c:6]([F:12])[cH:7][c:8]([F:11])[cH:9][cH:10]1)(=[O:13])[c:29]1[c:28]([CH:27]([O:26][CH2:24][CH3:25])[O:44][CH2:45][CH3:46])[cH:33][cH:32][cH:31][cH:30]1. Starting materials: ClC1=C(C(=NC2=CC=C(C=C12)C(O)C1=C(N=C(O1)C)C)OC)CC1=CC=C(C=C1)C(F)(F)F ((4-chloro-2-methoxy-3-(4-(trifluoromethyl)benzyl)quinolin-6-yl)(2,4-dimethyloxazol-5-yl)methanol), Intermediate 87, [Al] (aluminum). The reagents and catalysts are O=[Mn]=O (MnO2). Run in O1CCOCC1 (1,4-dioxane). Reaction conditions: time 60 minute. Product: ClC1=C(C(=NC2=CC=C(C=C12)C(=O)C1=C(N=C(O1)C)C)OC)CC1=CC=C(C=C1)C(F)(F)F ((4-Chloro-2-methoxy-3-(4-(trifluoromethyl)benzyl)quinolin-6-yl)(2,4-dimethyloxazol-5-yl)methanone). As a reaction SMILES: [Cl:1][C:2]1[C:11]2[C:6](=[CH:7][CH:8]=[C:9]([CH:12]([C:14]3[O:18][C:17]([CH3:19])=[N:16][C:15]=3[CH3:20])[OH:13])[CH:10]=2)[N:5]=[C:4]([O:21][CH3:22])[C:3]=1[CH2:23][C:24]1[CH:29]=[CH:28][C:27]([C:30]([F:33])([F:32])[F:31])=[CH:26][CH:25]=1.[Al]>O=[Mn]=O.O1CCOCC1>[Cl:1][C:2]1[C:11]2[C:6](=[CH:7][CH:8]=[C:9]([C:12]([C:14]3[O:18][C:17]([CH3:19])=[N:16][C:15]=3[CH3:20])=[O:13])[CH:10]=2)[N:5]=[C:4]([O:21][CH3:22])[C:3]=1[CH2:23][C:24]1[CH:25]=[CH:26][C:27]([C:30]([F:32])([F:31])[F:33])=[CH:28][CH:29]=1. Procedure details: To a 100 mL flask containing (4-chloro-2-methoxy-3-(4-(trifluoromethyl)benzyl)quinolin-6-yl)(2,4-dimethyloxazol-5-yl)methanol (960 mg, 2.01 mmol, Intermediate 87: step a) was added 1,4-dioxane (50 mL) and activated MnO2 (900 mg, 10.3 mmol) at room temperature. The mixture was heated to 85° C. in an aluminum heating mantle under a nitrogen atmosphere. After 60 minutes, the contents were filtered through Celite® while the solution is still warm and rinsed with THF, and concentrated to give an off ... Reactants: C(C)OC(=O)C1=NC=CC2=C(C=3N(C=4C=CC(=CC4C3C=C21)O)C)C (1-ethoxycarbonyl-5,6-dimethyl-9-hydroxy-6H-pyrido [4,3-b]carbazole), NCCCCN (1,4-diaminobutane). Product: NCCCCNC(=O)C1=NC=CC2=C(C=3N(C=4C=CC(=CC4C3C=C21)O)C)C (1-[(4-Aminobutyl)aminocarbonyl]-5,6-dimethyl-9-hydroxy-6H-pyrido[4,3-b]carbazole). RXN SMILES: C([O:3][C:4]([C:6]1[C:22]2[C:10](=[C:11]([CH3:25])[C:12]3[N:13]([CH3:24])[C:14]4[CH:15]=[CH:16][C:17]([OH:23])=[CH:18][C:19]=4[C:20]=3[CH:21]=2)[CH:9]=[CH:8][N:7]=1)=O)C.[NH2:26][CH2:27][CH2:28][CH2:29][CH2:30][NH2:31]>>[NH2:26][CH2:27][CH2:28][CH2:29][CH2:30][NH:31][C:4]([C:6]1[C:22]2[C:10](=[C:11]([CH3:25])[C:12]3[N:13]([CH3:24])[C:14]4[CH:15]=[CH:16][C:17]([OH:23])=[CH:18][C:19]=4[C:20]=3[CH:21]=2)[CH:9]=[CH:8][N:7]=1)=[O:3]. Procedure: 0.47 g (1.407 mmol) of the ester obtained in Step A of Example 11 are dissolved in 9 ml of 1,4-diaminobutane under an argon atmosphere. The mixture is heated at 130° for 3 hours. Starting materials: COC(=O)CBr, O=C([O-])[O-], CC#N, [Cs+], [Cs+], N#CSc1ccc(O)c2c1CCC2. The product is COC(=O)COc1ccc(SC#N)c2c1CCC2. Reaction SMILES: [Br:20][CH2:21][C:22](=[O:23])[O:24][CH3:25].[C:14](=[O:15])([O-:16])[O-:17].[CH3:26][C:27]#[N:28].[Cs+:18].[Cs+:19].[S:1]([C:2]#[N:3])[c:4]1[cH:5][cH:6][c:7]([OH:13])[c:8]2[c:12]1[CH2:11][CH2:10][CH2:9]2>>[S:1]([C:2]#[N:3])[c:4]1[cH:5][cH:6][c:7]([O:13][CH2:21][C:22](=[O:23])[O:24][CH3:25])[c:8]2[c:12]1[CH2:11][CH2:10][CH2:9]2. The reactants are C(C1=CC=CC=C1)N1C2=C(C(C3=C(C1)C=CC=C3)=O)C=CC=C2 (5,6-Dihydro-5-benzyl-11-oxodibenz[b,e]azepine), [Cl-].[Al+3].[Cl-].[Cl-] (aluminum chloride), C(C)(=O)Cl (acetyl chloride). Run in C(Cl)Cl (methylene chloride). The product is C(C)(=O)C1=CC2=C(NCC3=C(C2=O)C=CC=C3)C=C1 (5,6-dihydro-2-acetyl-11-oxodibenz[b,e]azepine). Isolated yield 47.2%. Reaction SMILES: C([N:8]1[CH2:14][C:13]2[CH:15]=[CH:16][CH:17]=[CH:18][C:12]=2[C:11](=[O:19])[C:10]2[CH:20]=[CH:21][CH:22]=[CH:23][C:9]1=2)C1C=CC=CC=1.[Cl-].[Al+3].[Cl-].[Cl-].[C:28](Cl)(=[O:30])[CH3:29]>C(Cl)Cl>[C:28]([C:21]1[CH:22]=[CH:23][C:9]2[NH:8][CH2:14][C:13]3[CH:15]=[CH:16][CH:17]=[CH:18][C:12]=3[C:11](=[O:19])[C:10]=2[CH:20]=1)(=[O:30])[CH3:29] |f:1.2.3.4|. Procedure details: 5,6-Dihydro-5-benzyl-11-oxodibenz[b,e]azepine (10.1 g), anhydrous aluminum chloride (16 g), acetyl chloride (8 g) and methylene chloride (100 ml) were treated in the same manner as described in Example 25 to obtain the desired compound (4 g). Reactants: CCCCO, Nc1cccc(Cl)c1, CC(=O)Nc1ccc2c(Cc3ccncc3)nnc(Cl)c2c1. Yields the product Cl, CC(=O)Nc1ccc2c(Cc3ccncc3)nnc(Nc3cccc(Cl)c3)c2c1. RXN SMILES: [CH2:31]([OH:32])[CH2:33][CH2:34][CH3:35].[Cl:23][c:24]1[cH:25][c:26]([NH2:27])[cH:28][cH:29][cH:30]1.[NH:1]([C:2](=[O:3])[CH3:4])[c:5]1[cH:6][cH:7][c:8]2[c:9]([CH2:16][c:17]3[cH:18][cH:19][n:20][cH:21][cH:22]3)[n:10][n:11][c:12]([Cl:15])[c:13]2[cH:14]1>>[ClH:15].[NH:1]([C:2](=[O:3])[CH3:4])[c:5]1[cH:6][cH:7][c:8]2[c:9]([CH2:16][c:17]3[cH:18][cH:19][n:20][cH:21][cH:22]3)[n:10][n:11][c:12]([NH:27][c:26]3[cH:25][c:24]([Cl:23])[cH:30][cH:29][cH:28]3)[c:13]2[cH:14]1.